From a dataset of the Open Reaction Database (ORD), a public repository of structured organic reaction records. describe an organic reaction: reactants, conditions, products, and yield Starting materials: CI, CC(=O)[O-], CCOC(C)=O, COC(=O)Cc1c2n(c3ncccc13)CC(NS(=O)(=O)c1ccc(F)cc1)CC2, [NH4+], CN(C)C=O. The product is COC(=O)Cc1c2n(c3ncccc13)CC(N(C)S(=O)(=O)c1ccc(F)cc1)CC2. As a reaction SMILES: [CH3:30][I:31].[CH3:33][C:34](=[O:35])[O-:36].[CH3:37][CH2:38][O:39][C:40](=[O:41])[CH3:42].[F:1][c:2]1[cH:3][cH:4][c:5]([S:8](=[O:9])(=[O:10])[NH:11][CH:12]2[CH2:13][n:14]3[c:15]4[c:16]([c:17]([CH2:21][C:22](=[O:23])[O:24][CH3:25])[c:18]3[CH2:19][CH2:20]2)[cH:26][cH:27][cH:28][n:29]4)[cH:6][cH:7]1.[NH4+:32].[O:43]=[CH:44][N:45]([CH3:46])[CH3:47]>>[F:1][c:2]1[cH:3][cH:4][c:5]([S:8](=[O:9])(=[O:10])[N:11]([CH:12]2[CH2:13][n:14]3[c:15]4[c:16]([c:17]([CH2:21][C:22](=[O:23])[O:24][CH3:25])[c:18]3[CH2:19][CH2:20]2)[cH:26][cH:27][cH:28][n:29]4)[CH3:33])[cH:6][cH:7]1. Reactants: OC1=C2C(OC(C2=CC=C1)=O)=O (4-hydroxy-isobenzofuran-1,3-dione), [H-].[Na+] (sodium hydride), C([O-])(O)=O.[Na+] (sodium bicarbonate), C(C1=CC=CC=C1)Br (benzyl bromide). The solvent is CN(C=O)C (N,N-dimethylformamide), C(C)(=O)OCC (ethyl acetate). Run at time 72 hour. The product is C(C1=CC=CC=C1)OC1=C2C(OC(C2=CC=C1)=O)=O (4-(benzyloxy)-isobenzofuran-1,3-dione). Yield: 68.7%. As a reaction SMILES: [OH:1][C:2]1[CH:10]=[CH:9][CH:8]=[C:7]2[C:3]=1[C:4](=[O:12])[O:5][C:6]2=[O:11].[H-].[Na+].[CH2:15](Br)[C:16]1[CH:21]=[CH:20][CH:19]=[CH:18][CH:17]=1.C(=O)(O)[O-].[Na+]>CN(C)C=O.C(OCC)(=O)C>[CH2:15]([O:1][C:2]1[CH:10]=[CH:9][CH:8]=[C:7]2[C:3]=1[C:4](=[O:12])[O:5][C:6]2=[O:11])[C:16]1[CH:21]=[CH:20][CH:19]=[CH:18][CH:17]=1 |f:1.2,4.5|. Procedure: To a solution of 4-hydroxy-isobenzofuran-1,3-dione (0.51 g, 3.09 mmol) in anhydrous N,N-dimethylformamide (7 ml) under nitrogen was added sodium hydride (130 mg, 3.25 mmol). Immediate evolution of gas and bright yellow color was observed. The mixture was stirred for 5 minutes after which benzyl bromide (1.8 ml, 15.45 mmol) was added. The reaction was stirred for 72 h. Saturated sodium bicarbonate (2 ml) was added and the mixture stirred for 2 minutes, diluted in ethyl acetate (35 ml) and washed ... Starting materials: N=C(N)c1ccc(CN2CCN(S(=O)(=O)C3=Cc4ccc(Cl)cc4OC3)CC2=O)cc1, CC(=O)OC(C)OC(=O)Oc1ccc([N+](=O)[O-])cc1, CCN(C(C)C)C(C)C, Cl, CN(C)C=O. Product: CC(=O)OC(C)OC(=O)NC(=N)c1ccc(CN2CCN(S(=O)(=O)C3=Cc4ccc(Cl)cc4OC3)CC2=O)cc1. RXN SMILES: [C:2]([NH2:3])(=[NH:4])[c:5]1[cH:6][cH:7][c:8]([CH2:9][N:10]2[C:11](=[O:30])[CH2:12][N:13]([S:16](=[O:17])(=[O:18])[C:19]3=[CH:24][c:23]4[c:22]([cH:28][c:27]([Cl:29])[cH:26][cH:25]4)[O:21][CH2:20]3)[CH2:14][CH2:15]2)[cH:31][cH:32]1.[C:33]([CH3:34])(=[O:35])[O:36][CH:37]([CH3:38])[O:39][C:40](=[O:41])[O:42][c:43]1[cH:44][cH:45][c:46]([N+:47]([O-:48])=[O:49])[cH:50][cH:51]1.[CH:52]([N:53]([CH:54]([CH3:55])[CH3:56])[CH2:57][CH3:58])([CH3:59])[CH3:60].[ClH:1].[O:61]=[CH:62][N:63]([CH3:64])[CH3:65]>>[C:2](=[NH:3])([NH:4][C:40]([O:39][CH:37]([O:36][C:33]([CH3:34])=[O:35])[CH3:38])=[O:41])[c:5]1[cH:6][cH:7][c:8]([CH2:9][N:10]2[C:11](=[O:30])[CH2:12][N:13]([S:16](=[O:17])(=[O:18])[C:19]3=[CH:24][c:23]4[c:22]([cH:28][c:27]([Cl:29])[cH:26][cH:25]4)[O:21][CH2:20]3)[CH2:14][CH2:15]2)[cH:31][cH:32]1. The reactants are BrC=1C=C(C=O)C=CC1F (3-bromo-4-fluorobenzaldehyde), CS(=O)C (DMSO), [Na+].CS(=O)[O-] (methanesulfinic acid sodium salt). Solvent: O (water). Reaction conditions: temperature 90 celsius. The product is BrC=1C=C(C=O)C=CC1S(=O)(=O)C (3-Bromo-4-methylsulfonylbenzaldehyde). RXN SMILES: [Br:1][C:2]1[CH:3]=[C:4]([CH:7]=[CH:8][C:9]=1F)[CH:5]=[O:6].CS(C)=O.[Na+].[CH3:16][S:17]([O-:19])=[O:18]>O>[Br:1][C:2]1[CH:3]=[C:4]([CH:7]=[CH:8][C:9]=1[S:17]([CH3:16])(=[O:19])=[O:18])[CH:5]=[O:6] |f:2.3|. Procedure: To a solution containing 0.5 g 3-bromo-4-fluorobenzaldehyde and 20 ml of DMSO was added 0.49 g methanesulfinic acid sodium salt with stirring at 90° C. The solution was stirred 6 hours at 90° C. and poured into water. Sodiumhydrogencarbonate was added and the product extract with ethyl acetate. The extract was evaporated to dryness in vacuo. The residue was triturated with 2-propanol, yield 0.69 g. 1H-NMR (DMSO-d6, 400 MHz): 3.52 (s, 3 H, CH3), 8.10-8.47 (m, 3 H, Ar), 10.01 (d, 1 H, CHO). The reactants are NCCc1ccccc1, COCCOC, CS(=O)(=O)c1nc(N)nc(-c2ccc3c(c2)OCO3)c1C#N. Product: N#Cc1c(NCCc2ccccc2)nc(N)nc1-c1ccc2c(c1)OCO2. Reaction SMILES: [CH2:23]([CH2:24][c:25]1[cH:26][cH:27][cH:28][cH:29][cH:30]1)[NH2:31].[CH3:32][O:33][CH2:34][CH2:35][O:36][CH3:37].[NH2:1][c:2]1[n:3][c:4]([S:19]([CH3:20])(=[O:21])=[O:22])[c:5]([C:17]#[N:18])[c:6](-[c:8]2[cH:9][c:10]3[c:11]([cH:15][cH:16]2)[O:12][CH2:13][O:14]3)[n:7]1>>[NH2:1][c:2]1[n:3][c:4]([NH:31][CH2:23][CH2:24][c:25]2[cH:26][cH:27][cH:28][cH:29][cH:30]2)[c:5]([C:17]#[N:18])[c:6](-[c:8]2[cH:9][c:10]3[c:11]([cH:15][cH:16]2)[O:12][CH2:13][O:14]3)[n:7]1. Reactants: CC1(C)OB(c2cc(C(F)(F)F)ccc2OCc2ccccc2)OC1(C)C, CCOC(C)=O. The product is CC1(C)OB(c2cc(C(F)(F)F)ccc2O)OC1(C)C. RXN SMILES: [CH3:1][C:2]1([CH3:27])[O:3][B:4]([c:9]2[c:10]([O:19][CH2:20][c:21]3[cH:22][cH:23][cH:24][cH:25][cH:26]3)[cH:11][cH:12][c:13]([C:15]([F:16])([F:17])[F:18])[cH:14]2)[O:5][C:6]1([CH3:7])[CH3:8].[CH3:28][CH2:29][O:30][C:31]([CH3:32])=[O:33]>>[CH3:1][C:2]1([CH3:27])[O:3][B:4]([c:9]2[c:10]([OH:19])[cH:11][cH:12][c:13]([C:15]([F:16])([F:17])[F:18])[cH:14]2)[O:5][C:6]1([CH3:7])[CH3:8]. Starting materials: C(#N)C1=C(C(=C(C(=O)O)C=C1)C)OC (4-cyano-2-methyl-3-(methyloxy)benzoic acid), [OH-].[Na+] (sodium hydroxide), OO (hydrogen peroxide). The solvent is CS(=O)C.C(C)O (DMSO ethanol). Run at time 72 hour. Yields the product NC(=O)C1=C(C(=C(C(=O)O)C=C1)C)OC (4-(aminocarbonyl)-2-methyl-3-(methyloxy)benzoic acid). Isolated yield 63.0%. As a reaction SMILES: [C:1]([C:3]1[CH:11]=[CH:10][C:6]([C:7]([OH:9])=[O:8])=[C:5]([CH3:12])[C:4]=1[O:13][CH3:14])#[N:2].[OH-:15].[Na+].OO>CS(C)=O.C(O)C>[NH2:2][C:1]([C:3]1[CH:11]=[CH:10][C:6]([C:7]([OH:9])=[O:8])=[C:5]([CH3:12])[C:4]=1[O:13][CH3:14])=[O:15] |f:1.2,4.5|. Reported procedure: To a solution of 4-cyano-2-methyl-3-(methyloxy)benzoic acid (80 mg, 0.42 mmol) in DMSO:ethanol (1:4, 1 mL) was added 1N aqueous sodium hydroxide (1 mL), and hydrogen peroxide (30% wt. in water, 1 mL). The mixture was stirred at room temperature for 72 hours, then partitioned between 1N aqueous sodium hydroxide and ethyl acetate and the organic layer discarded. The pH of the aqueous portion was adjusted to 7 using 1N aqueous hydrochloric acid. The aqueous portion was extracted several times using... The reactants are CCOC(=O)C1=CC=2C(=NC=C(C2)OC(C2=CC=CC=C2)=O)N1C(=O)OC(C)(C)C (5-benzoyloxy pyrrolo[2,3-b]pyridine-1,2-dicarboxylic acid 1-tert-butyl ester 2-ethyl ester), C([O-])([O-])=O.[K+].[K+] (potassium carbonate), C(C)(=O)OCC (ethyl acetate). Run in CO (methanol). Yields the product CCOC(=O)C1=CC=2C(=NC=C(C2)O)N1C(=O)OC(C)(C)C (5-Hydroxy-pyrrolo[2,3-b]pyridine-1,2-dicarboxylic acid 1-tert-butyl ester 2-ethyl ester). Isolated yield 100.0%. RXN SMILES: [CH3:1][CH2:2][O:3][C:4]([C:6]1[N:23]([C:24]([O:26][C:27]([CH3:30])([CH3:29])[CH3:28])=[O:25])[C:9]2=[N:10][CH:11]=[C:12]([O:14]C(=O)C3C=CC=CC=3)[CH:13]=[C:8]2[CH:7]=1)=[O:5].C(=O)([O-])[O-].[K+].[K+].C(OCC)(=O)C>CO>[CH3:1][CH2:2][O:3][C:4]([C:6]1[N:23]([C:24]([O:26][C:27]([CH3:28])([CH3:30])[CH3:29])=[O:25])[C:9]2=[N:10][CH:11]=[C:12]([OH:14])[CH:13]=[C:8]2[CH:7]=1)=[O:5] |f:1.2.3|. Procedure details: To a solution of 2.20 g (5.36 mmol) 5-benzoyloxy pyrrolo[2,3-b]pyridine-1,2-dicarboxylic acid 1-tert-butyl ester 2-ethyl ester in 20 mL methanol was added 0.81 g (5.90 mmol) potassium carbonate. After 1 h the reaction was poured into ethyl acetate and extracted with 10% aqueous citric acid solution. The phases were separated and the organic layer was washed with brine, dried over magnesium sulfate and evaporated. The residue was purified by column chromatography over silica gel (0.030–0.063 mm) ...